Dataset: the Open Reaction Database (ORD), a public repository of structured organic reaction records. Task: describe an organic reaction: reactants, conditions, products, and yield The reactants are ClCCl, Cc1ncc(C(O)c2ccc(Cl)cc2)c2c1OC(C)(C)OC2, O=S(Cl)Cl, c1ccncc1. Yields the product Cc1ncc(C(Cl)c2ccc(Cl)cc2)c2c1OC(C)(C)OC2. As a reaction SMILES: [CH2:33]([Cl:34])[Cl:35].[CH3:1][C:2]1([CH3:22])[O:3][c:4]2[c:5]([c:8]([CH:13]([c:14]3[cH:15][cH:16][c:17]([Cl:20])[cH:18][cH:19]3)[OH:21])[cH:9][n:10][c:11]2[CH3:12])[CH2:6][O:7]1.[S:29]([Cl:30])([Cl:31])=[O:32].[cH:23]1[cH:24][cH:25][n:26][cH:27][cH:28]1>>[CH3:1][C:2]1([CH3:22])[O:3][c:4]2[c:5]([c:8]([CH:13]([c:14]3[cH:15][cH:16][c:17]([Cl:20])[cH:18][cH:19]3)[Cl:31])[cH:9][n:10][c:11]2[CH3:12])[CH2:6][O:7]1. Reactants: N#Cc1cc(B(O)O)ccc1F, O=C([O-])[O-], C1COCCO1, [Cs+], [Cs+], CN1C(=O)C2(CC(c3ccccc3)Oc3ccc(Br)cc32)N=C1N, Cl[Pd]Cl, c1ccc(P(c2ccccc2)c2ccccc2)cc1, c1ccc(P(c2ccccc2)c2ccccc2)cc1. Product: CN1C(=O)C2(CC(c3ccccc3)Oc3ccc(-c4ccc(F)c(C#N)c4)cc32)N=C1N. RXN SMILES: [C:25](#[N:26])[c:27]1[cH:28][c:29]([B:34]([OH:35])[OH:36])[cH:30][cH:31][c:32]1[F:33].[C:43](=[O:44])([O-:45])[O-:46].[CH2:37]1[O:38][CH2:39][CH2:40][O:41][CH2:42]1.[Cs+:47].[Cs+:48].[NH2:1][C:2]1=[N:22][C:5]2([C:4](=[O:23])[N:3]1[CH3:24])[CH2:6][CH:7]([c:16]1[cH:17][cH:18][cH:19][cH:20][cH:21]1)[O:8][c:9]1[cH:10][cH:11][c:12]([Br:15])[cH:13][c:14]12.[Pd:49]([Cl:50])[Cl:51].[c:52]1([P:53]([c:54]2[cH:55][cH:56][cH:57][cH:58][cH:59]2)[c:60]2[cH:61][cH:62][cH:63][cH:64][cH:65]2)[cH:66][cH:67][cH:68][cH:69][cH:70]1.[c:71]1([P:72]([c:73]2[cH:74][cH:75][cH:76][cH:77][cH:78]2)[c:79]2[cH:80][cH:81][cH:82][cH:83][cH:84]2)[cH:85][cH:86][cH:87][cH:88][cH:89]1>>[NH2:1][C:2]1=[N:22][C:5]2([C:4](=[O:23])[N:3]1[CH3:24])[CH2:6][CH:7]([c:16]1[cH:17][cH:18][cH:19][cH:20][cH:21]1)[O:8][c:9]1[cH:10][cH:11][c:12](-[c:29]3[cH:28][c:27]([C:25]#[N:26])[c:32]([F:33])[cH:31][cH:30]3)[cH:13][c:14]12. Reactants: CCc1nc(-c2ccc(Cl)cc2Cl)c(CC)nc1NC1c2ccccc2CC1OC(C)=O, CCOC1Cc2ccccc2C1Nc1nc(C(=O)OC)c(-c2ccc(Cl)cc2Cl)nc1OC. RXN SMILES: [C:1]([O:2][CH:4]1[CH2:5][c:6]2[c:7]([cH:8][cH:9][cH:10][cH:11]2)[CH:12]1[NH:13][c:14]1[c:15]([CH2:16][CH3:17])[n:18][c:19](-[c:20]2[cH:21][cH:22][c:23]([Cl:24])[cH:25][c:26]2[Cl:27])[c:28]([CH2:29][CH3:30])[n:31]1)(=[O:3])[CH3:32].[Cl:33][c:34]1[c:35](-[c:41]2[c:42]([C:62](=[O:63])[O:64][CH3:65])[n:43][c:44]([NH:49][CH:50]3[CH:51]([O:59][CH2:60][CH3:61])[CH2:52][c:53]4[cH:54][cH:55][cH:56][cH:57][c:58]43)[c:45]([O:47][CH3:48])[n:46]2)[cH:36][cH:37][c:38]([Cl:40])[cH:39]1>>[O:3]=[C:60]([O:59][CH:51]1[CH:50]([NH:49][c:44]2[n:43][c:42]([C:62](=[O:63])[O:64][CH3:65])[c:41](-[c:35]3[c:34]([Cl:33])[cH:39][c:38]([Cl:40])[cH:37][cH:36]3)[n:46][c:45]2[O:47][CH3:48])[c:58]2[c:53]([cH:54][cH:55][cH:56][cH:57]2)[CH2:52]1)[CH3:61]. The product is COC(=O)c1nc(NC2c3ccccc3CC2OC(C)=O)c(OC)nc1-c1ccc(Cl)cc1Cl. The reactants are OC=1C=C(C=O)C=CC1O (3,4-dihydroxybenzaldehyde), [H-].[Na+] (sodium hydride), Cl (hydrochloric acid), C(C)(=O)OC(C)=O (acetic anhydride). The solvent is CN(C=O)C (N,N-dimethylformamide). Reaction conditions: time 10 minute. Product: C(=O)C=1C=CC(=C(C1)OC(C)=O)O (acetic acid 5-formyl-2-hydroxyphenyl ester). RXN SMILES: [OH:1][C:2]1[CH:3]=[C:4]([CH:7]=[CH:8][C:9]=1[OH:10])[CH:5]=[O:6].[H-].[Na+].[C:13](OC(=O)C)(=[O:15])[CH3:14].Cl>CN(C)C=O>[CH:5]([C:4]1[CH:7]=[CH:8][C:9]([OH:10])=[C:2]([O:1][C:13](=[O:15])[CH3:14])[CH:3]=1)=[O:6] |f:1.2|. Reported procedure: To a solution of 3,4-dihydroxybenzaldehyde (5.0 g) in N,N-dimethylformamide (36 mL) was added 60% sodium hydride (1.45 g) under ice-cooling, followed by stirring the reaction mixture at room temperature for 10 minutes. Then, after addition of acetic anhydride (3.6 mL), the reaction mixture was stirred at room temperature for 1 hour. To the reaction mixture was added 2N aqueous hydrochloric acid solution under ice-cooling, followed by extraction with ethyl acetate. The organic layer was washed wi...